Task: describe an organic reaction: reactants, conditions, products, and yield. Dataset: the Open Reaction Database (ORD), a public repository of structured organic reaction records Reactants: Cl+, [Li+].[BH4-] (LiBH4), CN1N=CC(=C1C(F)(F)F)C(=O)OCC (ethyl 1-methyl-5-(trifluoromethyl)-1H-pyrazole-4-carboxylate), C([O-])([O-])=O.[Na+].[Na+] (sodium carbonate), Cl (hydrochloric acid), C1=CC(=C(C=C1[N+](=O)[O-])[N+](=O)[O-])NN (DNPH). The product is CN1N=CC(=C1C(F)(F)F)CO ((1-methyl-5-(trifluoromethyl)-1H-pyrazol-4-yl)methanol). RXN SMILES: [Li+].[BH4-].[CH3:3][N:4]1[C:8]([C:9]([F:12])([F:11])[F:10])=[C:7]([C:13](OCC)=[O:14])[CH:6]=[N:5]1.Cl.C(=O)([O-])[O-].[Na+].[Na+].C1C([N+]([O-])=O)=CC([N+]([O-])=O)=C(NN)C=1>C1COCC1.ClCCl.C(Cl)Cl.C(OCC)(=O)C.O>[CH3:3][N:4]1[C:8]([C:9]([F:10])([F:11])[F:12])=[C:7]([CH2:13][OH:14])[CH:6]=[N:5]1 |f:0.1,4.5.6,10.11|. Solvent: C(Cl)Cl.C(C)(=O)OCC (CH2Cl2 ethyl acetate), C1CCOC1 (THF), C1CCOC1 (THF), ClCCl (dichloromethane), O (Water). Procedure details: LiBH4 in THF (2M, 15 ml, 0.03 mole) was added dropwise to a stirred solution of ethyl 1-methyl-5-(trifluoromethyl)-1H-pyrazole-4-carboxylate (3.32 g, 0.015 mole) in THF (40 ml) at room temperature under nitrogen. The solution was then stirred under reflux for 18 hrs. After cooling, the cloudy solution was evaporated at room temperature to give an oil. Water was added (heavy ppt. of white solid) and the mixture chilled and treated cautiously with hydrochloric acid (2M) to pH 2 (no solid remaining... The reactants are [Cl-].[NH4+] (ammonium chloride), N (ammonia), [Li] (lithium), C(C1=CC=CC=C1)N1C(C2(CCNCC2)C2=CC(=CC=C12)CC1CCCCCCC1)=O (1-benzyl-5-(cyclooctyl-methyl)-spiro[indoline-3,4′-piperidin]-2-one). Solvent: C1CCOC1 (THF). Reaction conditions: temperature -78 celsius. Yields the product C1(CCCCCCC1)CC=1C=C2C(=CC1)NC(C21CCNCC1)=O (5-(cyclooctyl-methyl)-spiro[indoline-3,4′-piperidin]-2-one). As a reaction SMILES: N.[Li].C([N:10]1[C:23]2[C:18](=[CH:19][C:20]([CH2:24][CH:25]3[CH2:32][CH2:31][CH2:30][CH2:29][CH2:28][CH2:27][CH2:26]3)=[CH:21][CH:22]=2)[C:12]2([CH2:17][CH2:16][NH:15][CH2:14][CH2:13]2)[C:11]1=[O:33])C1C=CC=CC=1.[Cl-].[NH4+]>C1COCC1>[CH:25]1([CH2:24][C:20]2[CH:19]=[C:18]3[C:12]4([CH2:13][CH2:14][NH:15][CH2:16][CH2:17]4)[C:11](=[O:33])[NH:10][C:23]3=[CH:22][CH:21]=2)[CH2:26][CH2:27][CH2:28][CH2:29][CH2:30][CH2:31][CH2:32]1 |f:3.4,^1:1|. Procedure details: To a magnetically stirred solution of liquid ammonia (10 mL) was added lithium (20 mg) at −78° C. under nitrogen atmosphere causing the solution to turn dark-blue. To the reaction mixture was then added a solution of 1-benzyl-5-(cyclooctyl-methyl)-spiro[indoline-3,4′-piperidin]-2-one (0.025 g, 0.06 mmol) in dry THF (2 mL). The reaction mixture was stirred −78° C. under nitrogen atmosphere for a few minutes, then ammonium chloride was added and the reaction mixture was stirred at room temperature... Reactants: C1(=CC=CC=C1)NC(CC(C)=O)=O (N-Phenyl-3-ketobutanamide), N (ammonia). Run at time 8 hour. The product is C1(=CC=CC=C1)NC(\C=C(\C)/N)=O (N-phenyl-3-aminocrotonamide). RXN SMILES: [C:1]1([NH:7][C:8](=[O:13])[CH2:9][C:10](=O)[CH3:11])[CH:6]=[CH:5][CH:4]=[CH:3][CH:2]=1.[NH3:14]>>[C:1]1([NH:7][C:8](=[O:13])/[CH:9]=[C:10](\[NH2:14])/[CH3:11])[CH:6]=[CH:5][CH:4]=[CH:3][CH:2]=1. Reported procedure: N-Phenyl-3-ketobutanamide (0.35 g, 2.0 mmole) was dissolved in ethanolic ammonia (15 ml, 0.105M) and stirred overnight at room temperature. The solution was evaporated to yield N-phenyl-3-aminocrotonamide which was used directly. The crude residue was taken up in ethanol (30 ml) and 2-chlorobenzaldehyde (0.28 g, 2 mmole) and methyl 4-[2-(2,4,5-trimethylimidazol-1-yl)ethoxy]-3-ketobutanoate (0.53 g, 2 mmole) were added. The mixture was heated at reflux for 8 hours then cooled and the solution eva... Starting materials: C1(=CC=CC=C1)C(C#N)(C1CN(C1)C)C1=CC=CC=C1 (α,α-diphenyl-α-(1-methyl-3-azetidinyl)acetonitrile), S(O)(O)(=O)=O (sulfuric acid), [OH-].[Na+] (sodium hydroxide). Yields the product OCC1C(C(N(C1)C)=O)(C1=CC=CC=C1)C1=CC=CC=C1 (4-Hydroxymethyl-1-methyl-3,3-diphenyl-2-pyrrolidinone). RXN SMILES: [C:1]1([C:7]([C:15]2[CH:20]=[CH:19][CH:18]=[CH:17][CH:16]=2)([CH:10]2[CH2:13][N:12]([CH3:14])[CH2:11]2)[C:8]#N)[CH:6]=[CH:5][CH:4]=[CH:3][CH:2]=1.S(=O)(=O)(O)[OH:22].[OH-:26].[Na+]>>[OH:26][CH2:13][CH:10]1[CH2:11][N:12]([CH3:14])[C:8](=[O:22])[C:7]1([C:15]1[CH:16]=[CH:17][CH:18]=[CH:19][CH:20]=1)[C:1]1[CH:6]=[CH:5][CH:4]=[CH:3][CH:2]=1 |f:2.3|. Procedure details: Forty grams (0.153 mole) of α,α-diphenyl-α-(1-methyl-3-azetidinyl)acetonitrile was heated in 150 g. of 70% sulfuric acid solution for 48 hrs. at 130° C. The reaction mixture was poured onto ice and made basic with a 50% sodium hydroxide solution while cooling with the addition of more ice. This mixture was extracted with chloroform, combined extracts dried, filtered, and concentrated in vacuo. The residue was crystallized from toluene, weighed 34.5 g. and melted at 148°-150° C. Ten grams was rec... Starting materials: C1(=CC=CC=C1)O (phenol), C1(=CC(=CC(=C1)C)C)[O-].[K+] (potassium 3,5-xylenolate), C(=O)=O (carbon dioxide), ( G ). Product: OC1=CC=C(C(=O)O)C=C1 (para-hydroxybenzoic acid). The yield is 83.8%. As a reaction SMILES: [C:1]1([OH:7])[CH:6]=[CH:5][CH:4]=[CH:3][CH:2]=1.C1([O-])C=C(C)C=C(C)C=1.[K+].[C:18](=[O:20])=[O:19]>>[OH:7][C:1]1[CH:6]=[CH:5][C:4]([C:18]([OH:20])=[O:19])=[CH:3][CH:2]=1 |f:1.2|. Procedure details: A pressure vessel was charged with 4.72 g of phenol, 24.10 g of potassium 3,5-xylenolate being in a dry powder form and 50 ml of NeoSK 1400. With stirring, reaction was carried out at a carbon dioxide pressure of 7 kg/cm2 (G) and at 300° C. for one hour. An analysis of the reaction mixture after conversion to acid form showed a para-hydroxybenzoic acid yield of 83.8% on the basis of phenol.